From a dataset of the Open Reaction Database (ORD), a public repository of structured organic reaction records. describe an organic reaction: reactants, conditions, products, and yield Starting materials: ClC1=NC(=NC(=C1)Cl)N1C(=NC2=C1C=CC=C2OC)C(F)F (1-(4,6-dichloro-2-pyrimidinyl)-2-(difluoromethyl)-4-methoxy-1H-benzimidazole), N1CCOCC1 (morpholine). Run in C1CCOC1 (THF). The product is ClC1=NC(=NC(=C1)N1CCOCC1)N1C(=NC2=C1C=CC=C2OC)C(F)F (1-[4-chloro-6-(4-morpholinyl)-2-pyrimidinyl]-2-(difluoromethyl)-4-methoxy-1H-benzimidazole). The yield is 89.0%. As a reaction SMILES: Cl[C:2]1[CH:7]=[C:6]([Cl:8])[N:5]=[C:4]([N:9]2[C:13]3[CH:14]=[CH:15][CH:16]=[C:17]([O:18][CH3:19])[C:12]=3[N:11]=[C:10]2[CH:20]([F:22])[F:21])[N:3]=1.[NH:23]1[CH2:28][CH2:27][O:26][CH2:25][CH2:24]1>C1COCC1>[Cl:8][C:6]1[CH:7]=[C:2]([N:23]2[CH2:28][CH2:27][O:26][CH2:25][CH2:24]2)[N:3]=[C:4]([N:9]2[C:13]3[CH:14]=[CH:15][CH:16]=[C:17]([O:18][CH3:19])[C:12]=3[N:11]=[C:10]2[CH:20]([F:22])[F:21])[N:5]=1. Procedure: Reaction of 1-(4,6-dichloro-2-pyrimidinyl)-2-(difluoromethyl)-4-methoxy-1H-benzimidazole (International Publ. No. WO 2005/095389, the disclosure of which is incorporated herein by reference in its entirety) (50 mg, 0.145 mmol) with a ten-fold of excess morpholine in THF at room temperature gave 51 mg (89% yield) of 1-[4-chloro-6-(4-morpholinyl)-2-pyrimidinyl]-2-(difluoromethyl)-4-methoxy-1H-benzimidazole: mp (CH2Cl2/MeOH) 261-263° C.; 1H NMR (CDCl3) δ 7.90 (dd, J=8.4, 0.7 Hz, 1H), 7.47 (t, JHF=5... Starting materials: Cl.COC([C@H](CC1=CC(=CC=C1)C#N)N)=O ((S)-2-amino-3-(3-cyano-phenyl)-propionic acid methyl ester hydrochloride), ClC1=CC(=C(C(=O)O)C=C1)NS(=O)(=O)C=1C=2N=CC=NC2C=CC1 (4-chloro-2-(quinoxaline-5-sulfonylamino)-benzoic acid), methyl ester. Product: ClC1=CC(=C(C(=O)N[C@H](C(=O)O)CC2=CC(=CC=C2)C#N)C=C1)NS(=O)(=O)C=1C=2N=CC=NC2C=CC1 ((S)-2-[4-Chloro-2-(quinoxaline-5-sulfonylamino)-benzoylamino]-3-(3-cyano-phenyl)-propionic acid). RXN SMILES: Cl.C[O:3][C:4](=[O:16])[C@@H:5]([NH2:15])[CH2:6][C:7]1[CH:12]=[CH:11][CH:10]=[C:9]([C:13]#[N:14])[CH:8]=1.[Cl:17][C:18]1[CH:26]=[CH:25][C:21]([C:22](O)=[O:23])=[C:20]([NH:27][S:28]([C:31]2[C:32]3[N:33]=[CH:34][CH:35]=[N:36][C:37]=3[CH:38]=[CH:39][CH:40]=2)(=[O:30])=[O:29])[CH:19]=1>>[Cl:17][C:18]1[CH:26]=[CH:25][C:21]([C:22]([NH:15][C@@H:5]([CH2:6][C:7]2[CH:12]=[CH:11][CH:10]=[C:9]([C:13]#[N:14])[CH:8]=2)[C:4]([OH:3])=[O:16])=[O:23])=[C:20]([NH:27][S:28]([C:31]2[C:32]3[N:33]=[CH:34][CH:35]=[N:36][C:37]=3[CH:38]=[CH:39][CH:40]=2)(=[O:29])=[O:30])[CH:19]=1 |f:0.1|. Procedure: (S)-2-(tert-Butoxycarbonylamino)-3-(3-cyano-phenyl)-propionic acid was treated as in EXAMPLE 2, Part A, to produce (S)-2-amino-3-(3-cyano-phenyl)-propionic acid methyl ester hydrochloride as a white solid. This ester was coupled to 4-chloro-2-(quinoxaline-5-sulfonylamino)-benzoic acid as in EXAMPLE 1, Part C. The resulting methyl ester was hydrolyzed as in EXAMPLE 2, Part E, to afford the title compound. HPLC: RT=8.94 min. MS (ESI−): mass calcd. for C25H18ClN5O5S, 535.07; m/z found, 534/536 [M−H... The reactants are B(Cl)(Cl)Cl (Boron trichloride), C(C)NC(=O)C1=CC2=C(N=C(N=C2C2=C(C=C(C(=C2)OCC2=CC=CC=C2)Cl)Cl)N)S1 (2-Amino-4-(5-benzyloxy-2,4-dichlorophenyl)-thieno[2,3-d]pyrimidine-6-carboxylic acid ethyl amide), CO (methanol). Run in ClCCl (dichloromethane). Run at time 3 hour. Product: C(C)NC(=O)C1=CC2=C(N=C(N=C2C2=C(C=C(C(=C2)O)Cl)Cl)N)S1 (2-Amino-4-(2,4-dichloro-5-hydroxy-phenyl)-thieno[2,3-d]pyrimidine-6-carboxylic acid ethyl amide). RXN SMILES: B(Cl)(Cl)Cl.[CH2:5]([NH:7][C:8]([C:10]1[S:35][C:13]2[N:14]=[C:15]([NH2:34])[N:16]=[C:17]([C:18]3[CH:23]=[C:22]([O:24]CC4C=CC=CC=4)[C:21]([Cl:32])=[CH:20][C:19]=3[Cl:33])[C:12]=2[CH:11]=1)=[O:9])[CH3:6].CO>ClCCl>[CH2:5]([NH:7][C:8]([C:10]1[S:35][C:13]2[N:14]=[C:15]([NH2:34])[N:16]=[C:17]([C:18]3[CH:23]=[C:22]([OH:24])[C:21]([Cl:32])=[CH:20][C:19]=3[Cl:33])[C:12]=2[CH:11]=1)=[O:9])[CH3:6]. Procedure: Boron trichloride solution (1M in dichloromethane) was added to a suspension of 2-Amino-4-(5-benzyloxy-2,4-dichlorophenyl)-thieno[2,3-d]pyrimidine-6-carboxylic acid ethyl amide in dichloromethane, at −78° C. under a nitrogen atmosphere. The suspension was stirred for ˜3 hrs at room temperature. The suspension was cooled in ice and methanol added, the resulting mixture was stirred for ˜1 hr. and concentrated to a yellow green solid. The solids were suspended in aqueous sodium acetate (10%) and ex... Starting materials: [C-]#N, CN(C)C1CCc2[nH]c3c(Br)cccc3c2C1, CN(C)C=O, NCCN, O. Yields the product CN(C)C1CCc2[nH]c3c(C#N)cccc3c2C1. Reaction SMILES: [C-:18]#[N:19].[CH3:1][N:2]([CH:3]1[CH2:4][CH2:5][c:6]2[nH:7][c:8]3[c:9]([Br:16])[cH:10][cH:11][cH:12][c:13]3[c:14]2[CH2:15]1)[CH3:17].[CH3:20][N:21]([CH3:22])[CH:23]=[O:24].[NH2:25][CH2:26][CH2:27][NH2:28].[OH2:29]>>[CH3:1][N:2]([CH:3]1[CH2:4][CH2:5][c:6]2[nH:7][c:8]3[c:9]([C:20]#[N:21])[cH:10][cH:11][cH:12][c:13]3[c:14]2[CH2:15]1)[CH3:17]. Starting materials: CC(C)(CO)C(=O)O, Cl, NC(C(=O)c1ccc(=O)n(-c2c(F)cccc2F)c1)c1ccc(F)cc1F. Yields the product CC(C)(CO)C(=O)NC(C(=O)c1ccc(=O)n(-c2c(F)cccc2F)c1)c1ccc(F)cc1F. RXN SMILES: [CH3:29][C:30]([C:31](=[O:32])[OH:33])([CH2:34][OH:35])[CH3:36].[ClH:1].[NH2:2][CH:3]([C:4](=[O:5])[c:6]1[cH:7][cH:8][c:9](=[O:20])[n:10](-[c:12]2[c:13]([F:19])[cH:14][cH:15][cH:16][c:17]2[F:18])[cH:11]1)[c:21]1[c:22]([F:28])[cH:23][c:24]([F:27])[cH:25][cH:26]1>>[NH:2]([CH:3]([C:4](=[O:5])[c:6]1[cH:7][cH:8][c:9](=[O:20])[n:10](-[c:12]2[c:13]([F:19])[cH:14][cH:15][cH:16][c:17]2[F:18])[cH:11]1)[c:21]1[c:22]([F:28])[cH:23][c:24]([F:27])[cH:25][cH:26]1)[C:31]([C:30]([CH3:29])([CH2:34][OH:35])[CH3:36])=[O:32]. The reactants are C(C(CCC)CCC)(=O)[O-].[Na+] (sodium valproate), C([C@@H]1[C@@H]2[C@@H]([C@H]([C@H](O1)O[C@@H]3[C@H](O[C@@H]([C@@H]([C@H]3O)O)O[C@@H]4[C@H](O[C@@H]([C@@H]([C@H]4O)O)O[C@@H]5[C@H](O[C@@H]([C@@H]([C@H]5O)O)O[C@@H]6[C@H](O[C@@H]([C@@H]([C@H]6O)O)O[C@@H]7[C@H](O[C@H](O2)[C@@H]([C@H]7O)O)CO)CO)CO)CO)CO)O)O)O (α-cyclodextrin). The solvent is O (water). Product: OC1[C@H](O)[C@@H](O)[C@H](O[C@H]2[C@H](O)[C@@H](O)[C@@H](O)[C@H](O2)CO)[C@H](O1)CO (lactose), C([C@@H]1[C@@H]2[C@@H]([C@H]([C@H](O1)O[C@@H]3[C@H](O[C@@H]([C@@H]([C@H]3O)O)O[C@@H]4[C@H](O[C@@H]([C@@H]([C@H]4O)O)O[C@@H]5[C@H](O[C@@H]([C@@H]([C@H]5O)O)O[C@@H]6[C@H](O[C@@H]([C@@H]([C@H]6O)O)O[C@@H]7[C@H](O[C@H](O2)[C@@H]([C@H]7O)O)CO)CO)CO)CO)CO)O)O)O (α-cyclodextrin). As a reaction SMILES: C([O-])(=O)C(CCC)CCC.[Na+].[CH2:12]([OH:77])[C@H:13]1[O:18][C@@H:17]2[O:19][C@H:20]3[C@H:25]([OH:26])[C@@H:24]([OH:27])[C@@H:23]([O:28][C@H:29]4[C@H:34]([OH:35])[C@@H:33]([OH:36])[C@@H:32]([O:37][C@H:38]5[C@H:43]([OH:44])[C@@H:42]([OH:45])[C@@H:41]([O:46][C@H:47]6[C@H:52]([OH:53])[C@@H:51]([OH:54])[C@@H:50]([O:55][C@H:56]7[C@H:62]([OH:63])[C@@H:61]([OH:64])[C@@H:59]([O:60][C@H:14]1[C@H:15]([OH:76])[C@H:16]2[OH:75])[O:58][C@@H:57]7[CH2:65][OH:66])[O:49][C@@H:48]6[CH2:67][OH:68])[O:40][C@@H:39]5[CH2:69][OH:70])[O:31][C@@H:30]4[CH2:71][OH:72])[O:22][C@@H:21]3[CH2:73][OH:74]>O>[OH:19][CH:17]1[O:18][C@H:13]([CH2:12][OH:77])[C@@H:14]([O:60][C@@H:59]2[O:58][C@H:57]([CH2:65][OH:66])[C@H:56]([OH:55])[C@H:62]([OH:63])[C@H:61]2[OH:64])[C@H:15]([OH:76])[C@H:16]1[OH:75].[CH2:67]([OH:68])[C@H:48]1[O:49][C@@H:50]2[O:55][C@H:56]3[C@H:62]([OH:63])[C@@H:61]([OH:64])[C@@H:59]([O:60][C@H:14]4[C@H:15]([OH:76])[C@@H:16]([OH:75])[C@@H:17]([O:19][C@H:20]5[C@H:25]([OH:26])[C@@H:24]([OH:27])[C@@H:23]([O:28][C@H:29]6[C@H:34]([OH:35])[C@@H:33]([OH:36])[C@@H:32]([O:37][C@H:38]7[C@H:43]([OH:44])[C@@H:42]([OH:45])[C@@H:41]([O:46][C@H:47]1[C@H:52]([OH:53])[C@H:51]2[OH:54])[O:40][C@@H:39]7[CH2:69][OH:70])[O:31][C@@H:30]6[CH2:71][OH:72])[O:22][C@@H:21]5[CH2:73][OH:74])[O:18][C@@H:13]4[CH2:12][OH:77])[O:58][C@@H:57]3[CH2:65][OH:66] |f:0.1|. Procedure details: 166 g (1 mole) sodium valproate and 90 g (moisture content<5%, 0.09 mole) a α-cyclodextrin are blended and 20 mL water is added. The ingredients are thoroughly kneaded, and the product is obtained by drying and grinding as described in Example 1. The moisture absorption after 24 hour storage at 40° C. under 75% relative humidity was found to be 43%, compared to 70% and 47% of sodium valproate itself and of the product obtained in a similar way with lactose instead of a α-cyclodextrin, respective... The reactants are SC1CCCC2=C(C=CC=C12)OCC(=O)OC (1-mercapto-1,2,3,4-tetrahydro-5-methoxycarbonylmethoxynaphthalene), C1(=CC=CC=C1)C=1N=C(OC1C1=CC=CC=C1)CBr ((4,5-diphenyloxazol-2-yl)methyl bromide), C([O-])([O-])=O.[K+].[K+] (potassium carbonate). Solvent: CN(C)C=O (DMF). Yields the product C1(=CC=CC=C1)C=1N=C(OC1C1=CC=CC=C1)CSC1CCCC2=C(C=CC=C12)OCC(=O)OC (1-[(4,5-diphenyloxazol-2-yl)methylthio]-1,2,3,4-tetrahydro-5-methoxycarbonylmethoxynaphthalene). Isolated yield 58.6%. RXN SMILES: [SH:1][CH:2]1[C:11]2[C:6](=[C:7]([O:12][CH2:13][C:14]([O:16][CH3:17])=[O:15])[CH:8]=[CH:9][CH:10]=2)[CH2:5][CH2:4][CH2:3]1.[C:18]1([C:24]2[N:25]=[C:26]([CH2:35]Br)[O:27][C:28]=2[C:29]2[CH:34]=[CH:33][CH:32]=[CH:31][CH:30]=2)[CH:23]=[CH:22][CH:21]=[CH:20][CH:19]=1.C(=O)([O-])[O-].[K+].[K+]>CN(C=O)C>[C:18]1([C:24]2[N:25]=[C:26]([CH2:35][S:1][CH:2]3[C:11]4[C:6](=[C:7]([O:12][CH2:13][C:14]([O:16][CH3:17])=[O:15])[CH:8]=[CH:9][CH:10]=4)[CH2:5][CH2:4][CH2:3]3)[O:27][C:28]=2[C:29]2[CH:30]=[CH:31][CH:32]=[CH:33][CH:34]=2)[CH:23]=[CH:22][CH:21]=[CH:20][CH:19]=1 |f:2.3.4|. Reported procedure: A solution of 1-hydroxy-1,2,3,4-tetrahydro-5-methoxycarbonylmethoxynaphthalene (0.42 g) and Lawesson's reagent (0.40 g) in toluene (4 ml) was refluxed under N2 atmosphere for 1 hour. The reaction mixture was purified by chromatography on silica gel to give 1-mercapto-1,2,3,4-tetrahydro-5-methoxycarbonylmethoxynaphthalene (0.26 g). A solution of 1-mercapto-1,2,3,4-tetrahydro-5-methoxycarbonylmethoxynaphthalene (0.26 g), (4,5-diphenyloxazol-2-yl)methyl bromide (0.32 g) and potassium carbonate (0.1... Reactants: IC1=C(C(=CC(=C1)I)I)O (2,4,6-triiodophenol), C([O-])([O-])=O.[K+].[K+] (potassium carbonate). Solvent: CN(C=O)C (dimethylformamide). Conditions: temperature 100 celsius. Product: IC1C(CC(C1)I)COC1=CC=CC=C1I (2,4,6-Triiodophenoxymethylcyclopentane). The yield is 108.3%. As a reaction SMILES: I[C:2]1[CH:7]=[C:6]([I:8])[CH:5]=[C:4]([I:9])[C:3]=1O.[C:11](=[O:14])([O-])[O-].[K+].[K+]>CN(C)C=O>[I:8][CH:6]1[CH2:5][CH:4]([I:9])[CH2:3][CH:7]1[CH2:2][O:14][C:11]1[C:6]([I:8])=[CH:5][CH:4]=[CH:3][CH:2]=1 |f:1.2.3|. Procedure details: A stirred mixture of 36.2 g (0.08 mol) of 2,4,6-triiodophenol, 12.5 g (0.08 mol) of bromomethyleyelopentane [Noller and Adams, J. Org. Chem., 48, 1080-9 (1926)] and 10.6 g (0.08 mol) of milled anhydrous potassium carbonate in 100 ml dry dimethylformamide was heated at 100° C. under argon for 3.5 hrs. The mixture was cooled and concentrated in vacuo. The resulting residue was combined with 100 ml of ice-cold water and the oily product was extracted with ethyl acetate (3×100 ml). The combined ethy...